Dataset: the Open Reaction Database (ORD), a public repository of structured organic reaction records. Task: describe an organic reaction: reactants, conditions, products, and yield Starting materials: COC1=CC=C(C=C1)NC(NCCNC([C@@H](CC)NC(C(F)(F)F)=O)=O)=S ((R)—N-(2-(3-(4-methoxyphenyl)thioureido)ethyl)-2-(2,2,2-trifluoroacetamido)butanamide), [Br-].[Br-].[Br-].C(C1=CC=CC=C1)[N+](C)(C)C.C(C1=CC=CC=C1)[N+](C)(C)C.C(C1=CC=CC=C1)[N+](C)(C)C (benzyltrimethylammonium tribromide). Solvent: C(Cl)Cl (methylene chloride). Reaction conditions: time 8 hour. Product: COC1=CC2=C(N=C(S2)NCCNC([C@H](CC)NC(C(F)(F)F)=O)=O)C=C1 ((S)—N-(2-(6-methoxybenzo[d]thiazol-2-ylamino)ethyl)-2-(2,2,2-trifluoroacetamido)-butanamide). As a reaction SMILES: [CH3:1][O:2][C:3]1[CH:8]=[CH:7][C:6]([NH:9][C:10](=[S:27])[NH:11][CH2:12][CH2:13][NH:14][C:15](=[O:26])[C@H:16]([NH:19][C:20](=[O:25])[C:21]([F:24])([F:23])[F:22])[CH2:17][CH3:18])=[CH:5][CH:4]=1.[Br-].[Br-].[Br-].C([N+](C)(C)C)C1C=CC=CC=1.C([N+](C)(C)C)C1C=CC=CC=1.C([N+](C)(C)C)C1C=CC=CC=1>C(Cl)Cl>[CH3:1][O:2][C:3]1[CH:4]=[CH:5][C:6]2[N:9]=[C:10]([NH:11][CH2:12][CH2:13][NH:14][C:15](=[O:26])[C@@H:16]([NH:19][C:20](=[O:25])[C:21]([F:22])([F:23])[F:24])[CH2:17][CH3:18])[S:27][C:7]=2[CH:8]=1 |f:1.2.3.4.5.6|. Reported procedure: A solution of (R)—N-(2-(3-(4-methoxyphenyl)thioureido)ethyl)-2-(2,2,2-trifluoroacetamido)butanamide (412.5 mgs, 1.0 mmol) in methylene chloride (10 mL) was treated with benzyltrimethylammonium tribromide (389.4 mgs 1.00 mmol) and the resulting mixture stirred overnight. The reaction was then quenched with aqueous sodium bicarbonate and extracted into methylene chloride. The organic layer was dried over sodium sulfate, then filtered and concentrated to yield a residue which was purified by normal... The reactants are C(CCC)[Li] (n-butyl lithium), [F-].[Cs+] (cesium fluoride), ClOC(C)(C)C (t-butyl hypochlorite), C(N)(OC(=O)OC(C)(C)C)=O (Boc carbamate), S(=O)(Cl)Cl (thionyl chloride), NC1C(CCCC1)N (1,2-diaminocyclohexane), NC1=C(C=C(C=C1)Br)N (1,2-diamino-4-bromobenzene), potassium osmate dihydrate, [Br-].C1(=CC=CC=C1)[PH+](C1=CC=CC=C1)C1=CC=CC=C1 (tri phenyl phosphonium bromide), O1CCN(CC1)C1CCC(CC1)C1=CC=C(C=O)C=C1 (4-(4-morpholinocyclohexyl)benzaldehyde), CC[C@@H]1CN2CC[C@@H]1C[C@@H]2[C@@H](C3=C4C=C(C=CC4=NC=C3)OC)OC5=NN=C(C6=CC=CC=C65)O[C@@H]([C@H]7C[C@@H]8CCN7C[C@@H]8CC)C9=C1C=C(C=CC1=NC=C9)OC ((DHQ)2PHAL). The reagents and catalysts are [Cu](I)I (copper iodide). Solvent: C(=O)O (formic acid). Product: N1C=NC2=C1C=CC(=C2)N2C(OCC2C2=CC=C(C=C2)C2CCC(CC2)N2CCOCC2)=O (3-(1H-benzo[d]imidazol-5-yl)-4-(4-(4-morpholinocyclohexyl)phenyl)oxazolidin-2-one). As a reaction SMILES: [CH2:1]([Li])[CH2:2][CH2:3][CH3:4].[Br-].C1([PH+]([C:20]2[CH:25]=[CH:24][CH:23]=[CH:22][CH:21]=2)C2C=CC=CC=2)C=CC=CC=1.O1CCN(C2C[CH2:36][CH:35]([C:38]3[CH:45]=[CH:44][C:41](C=O)=[CH:40][CH:39]=3)CC2)CC1.ClO[C:48]([CH3:51])(C)C.[C:52](=[O:62])([O:54]C(OC(C)(C)C)=O)[NH2:53].CC[C@H]1[C@H]2C[C@H]([C@H](OC3C4C(=CC=CC=4)C([O:97][C@H:98](C4C=CN=C5C=4C=C(OC)C=C5)[C@@H:99]4[N:104]5[CH2:105][C@H:106](CC)[C@@H](CC5)C4)=NN=3)C3C=CN=C4C=3C=C(OC)C=C4)N(CC2)C1.S(Cl)(Cl)=O.NC1C=CC(Br)=C[C:127]=1[NH2:133].[F-].[Cs+].[NH2:136]C1CCCCC1N>[Cu](I)I.C(O)=O>[NH:136]1[C:3]2[CH:2]=[CH:1][C:48]([N:53]3[CH:35]([C:38]4[CH:39]=[CH:40][C:41]([CH:20]5[CH2:21][CH2:22][CH:23]([N:104]6[CH2:99][CH2:98][O:97][CH2:106][CH2:105]6)[CH2:24][CH2:25]5)=[CH:44][CH:45]=4)[CH2:36][O:54][C:52]3=[O:62])=[CH:51][C:4]=2[N:133]=[CH:127]1 |f:1.2,9.10|. Reported procedure: The compound was synthesized according to method 5 starting from n-butyl lithium (2.3M in hexane; 3.66 mL, 7.32 mmol), tri phenyl phosphonium bromide (2.6 g, 7.32 mmol), 4-(4-morpholinocyclohexyl)benzaldehyde (1 g, 3.66 mmol), t-butyl hypochlorite (1.13 mL, 8.85 mmol), Boc carbamate (1.03 g, 8.85 mmol) 0.4M aqueous sodium hydroxide (360 mg in 10 mL), (DHQ)2PHAL (114 mg, mmol), potassium osmate dihydrate (40 mg, 0.12 mmol), thionyl chloride (0.6 mL, 8 mmol), 1,2-diamino-4-bromobenzene (160 mg, 0.... Starting materials: CCOC(C)=O, Cl, CNC(=O)c1ccc2c(c1)CC(N(CC(O)COc1ccccc1)C(=O)OC(C)(C)C)CCC2. Product: Cl, CNC(=O)c1ccc2c(c1)CC(NCC(O)COc1ccccc1)CCC2. As a reaction SMILES: [CH3:36][CH2:37][O:38][C:39](=[O:40])[CH3:41].[ClH:35].[OH:1][CH:2]([CH2:3][N:4]([CH:5]1[CH2:6][c:7]2[c:8]([cH:12][cH:13][c:14]([C:16]([NH:17][CH3:18])=[O:19])[cH:15]2)[CH2:9][CH2:10][CH2:11]1)[C:20]([O:21][C:22]([CH3:23])([CH3:24])[CH3:25])=[O:26])[CH2:27][O:28][c:29]1[cH:30][cH:31][cH:32][cH:33][cH:34]1>>[ClH:35].[OH:1][CH:2]([CH2:3][NH:4][CH:5]1[CH2:6][c:7]2[c:8]([cH:12][cH:13][c:14]([C:16]([NH:17][CH3:18])=[O:19])[cH:15]2)[CH2:9][CH2:10][CH2:11]1)[CH2:27][O:28][c:29]1[cH:30][cH:31][cH:32][cH:33][cH:34]1. The reactants are O=C1c2ccccc2C(=O)N1CCCBr, Cc1c[nH]c(C)n1, [H-], [Na+], CN(C)C=O. The product is Cc1cn(CCCN2C(=O)c3ccccc3C2=O)c(C)n1. As a reaction SMILES: [Br:10][CH2:11][CH2:12][CH2:13][N:14]1[C:15](=[O:24])[c:16]2[c:17]([cH:20][cH:21][cH:22][cH:23]2)[C:18]1=[O:19].[CH3:1][c:2]1[nH:3][cH:4][c:5]([CH3:7])[n:6]1.[H-:8].[Na+:9].[O:25]=[CH:26][N:27]([CH3:28])[CH3:29]>>[CH3:1][c:2]1[n:3]([CH2:11][CH2:12][CH2:13][N:14]2[C:15](=[O:24])[c:16]3[c:17]([cH:20][cH:21][cH:22][cH:23]3)[C:18]2=[O:19])[cH:4][c:5]([CH3:7])[n:6]1. Starting materials: CNC(C)C(O)c1ccccc1, CCOP(=O)(Cc1ccccc1C=O)OCC, O, c1ccccc1. The product is CCOP(=O)(Cc1ccccc1C1OC(c2ccccc2)C(C)N1C)OCC. As a reaction SMILES: [CH3:18][NH:19][CH:20]([CH3:21])[CH:22]([OH:23])[c:24]1[cH:25][cH:26][cH:27][cH:28][cH:29]1.[CH:1](=[O:2])[c:3]1[c:4]([CH2:5][P:6]([O:7][CH2:8][CH3:9])([O:10][CH2:11][CH3:12])=[O:13])[cH:14][cH:15][cH:16][cH:17]1.[OH2:30].[cH:31]1[cH:32][cH:33][cH:34][cH:35][cH:36]1>>[CH:1]1([c:3]2[c:4]([CH2:5][P:6]([O:7][CH2:8][CH3:9])([O:10][CH2:11][CH3:12])=[O:13])[cH:14][cH:15][cH:16][cH:17]2)[O:2][CH:22]([c:24]2[cH:25][cH:26][cH:27][cH:28][cH:29]2)[CH:20]([CH3:21])[N:19]1[CH3:18].